This data is from the Open Reaction Database (ORD), a public repository of structured organic reaction records. The task is: describe an organic reaction: reactants, conditions, products, and yield The reactants are CN(CC(=O)O)NC(=O)NCc1ccc(Cl)cc1, CCOC(OCC)C(C)N(Cc1csc2ccccc12)C(=O)C(N)Cc1ccc(OC(C)(C)C)cc1. Product: CCOC(OCC)C(C)N(Cc1csc2ccccc12)C(=O)C(Cc1ccc(OC(C)(C)C)cc1)NC(=O)CN(C)NC(=O)NCc1ccc(Cl)cc1. As a reaction SMILES: [Cl:1][c:2]1[cH:3][cH:4][c:5]([CH2:6][NH:7][C:8](=[O:9])[NH:10][N:11]([CH3:12])[CH2:13][C:14](=[O:15])[OH:16])[cH:17][cH:18]1.[NH2:19][CH:20]([C:21](=[O:22])[N:23]([CH:24]([CH:25]([O:26][CH2:27][CH3:28])[O:29][CH2:30][CH3:31])[CH3:32])[CH2:33][c:34]1[c:35]2[c:36]([s:37][cH:38]1)[cH:39][cH:40][cH:41][cH:42]2)[CH2:43][c:44]1[cH:45][cH:46][c:47]([O:50][C:51]([CH3:52])([CH3:53])[CH3:54])[cH:48][cH:49]1>>[Cl:1][c:2]1[cH:3][cH:4][c:5]([CH2:6][NH:7][C:8](=[O:9])[NH:10][N:11]([CH3:12])[CH2:13][C:14](=[O:16])[NH:19][CH:20]([C:21](=[O:22])[N:23]([CH:24]([CH:25]([O:26][CH2:27][CH3:28])[O:29][CH2:30][CH3:31])[CH3:32])[CH2:33][c:34]2[c:35]3[c:36]([s:37][cH:38]2)[cH:39][cH:40][cH:41][cH:42]3)[CH2:43][c:44]2[cH:45][cH:46][c:47]([O:50][C:51]([CH3:52])([CH3:53])[CH3:54])[cH:48][cH:49]2)[cH:17][cH:18]1. Reactants: [N+](=O)([O-])C1=C(C=CC=C1)NCCOCCOCCNC1=C(C=CC=C1)[N+](=O)[O-] (N,N'-bis(2-nitrophenyl)-1,8-diamino-3,6-dioxaoctane), Cl[Sn]Cl (SnCl2). Solvent: Cl (HCl), Cl (HCl). The product is NC1=C(C=CC=C1)NCCOCCOCCNC1=C(C=CC=C1)N (N,N'-bis(2-aminophenyl)-1,8-diamino-3,6-dioxaoctane). RXN SMILES: [N+:1]([C:4]1[CH:9]=[CH:8][CH:7]=[CH:6][C:5]=1[NH:10][CH2:11][CH2:12][O:13][CH2:14][CH2:15][O:16][CH2:17][CH2:18][NH:19][C:20]1[CH:25]=[CH:24][CH:23]=[CH:22][C:21]=1[N+:26]([O-])=O)([O-])=O.Cl[Sn]Cl>Cl>[NH2:26][C:21]1[CH:22]=[CH:23][CH:24]=[CH:25][C:20]=1[NH:19][CH2:18][CH2:17][O:16][CH2:15][CH2:14][O:13][CH2:12][CH2:11][NH:10][C:5]1[CH:6]=[CH:7][CH:8]=[CH:9][C:4]=1[NH2:1]. Reported procedure: 26.1 g N,N'-bis(2-nitrophenyl)-1,8-diamino-3,6-dioxaoctane is dissolved in 100 ml concentrated HCl and stirred while 92.5 g SnCl2 dissolved in 100 ml concentrated HCl are added during approximately two minutes. The reaction is exothermal and the temperature rises to 90° C. at the same time as the colour changes from light orange through dark to light green, whereafter a product starts to precipitate. After one hour the reaction mixture is cooled on an ice bath. The crystalline product is filtere... Reactants: FC1=CC=C(C=C1)S(=O)(=O)NC1=C(C=CC=C1)C1NC2=CC=C(C=C2CC1(C)C)C(=O)OC (methyl 2-(2-(4-fluorophenylsulfonamido)phenyl)-3,3-dimethyl-1,2,3,4-tetrahydroquinoline-6-carboxylate), aqueous solution, [OH-].[Na+] (sodium hydroxide). The solvent is O1CCCC1 (tetrahydrofuran). Product: FC1=CC=C(C=C1)S(=O)(=O)NC1=C(C=CC=C1)C1NC2=CC=C(C=C2CC1(C)C)C(=O)O (2-(2-(4-fluorophenylsulfonamido)phenyl)-3,3-dimethyl-1,2,3,4-tetrahydroquinoline-6-carboxylic acid). The yield is 75.4%. As a reaction SMILES: [F:1][C:2]1[CH:7]=[CH:6][C:5]([S:8]([NH:11][C:12]2[CH:17]=[CH:16][CH:15]=[CH:14][C:13]=2[CH:18]2[C:27]([CH3:29])([CH3:28])[CH2:26][C:25]3[C:20](=[CH:21][CH:22]=[C:23]([C:30]([O:32]C)=[O:31])[CH:24]=3)[NH:19]2)(=[O:10])=[O:9])=[CH:4][CH:3]=1.[OH-].[Na+]>O1CCCC1>[F:1][C:2]1[CH:7]=[CH:6][C:5]([S:8]([NH:11][C:12]2[CH:17]=[CH:16][CH:15]=[CH:14][C:13]=2[CH:18]2[C:27]([CH3:28])([CH3:29])[CH2:26][C:25]3[C:20](=[CH:21][CH:22]=[C:23]([C:30]([OH:32])=[O:31])[CH:24]=3)[NH:19]2)(=[O:10])=[O:9])=[CH:4][CH:3]=1 |f:1.2|. Procedure details: A mixture of methyl 2-(2-(4-fluorophenylsulfonamido)phenyl)-3,3-dimethyl-1,2,3,4-tetrahydroquinoline-6-carboxylate (66 mg, 0.14 mmol, 1.0 eq.) and 1.4 mL aqueous solution of sodium hydroxide (2 M, 2.8 mmol, 20 eq.) in tetrahydrofuran (4 mL) was stirred at reflux for 3 h. Thin layer chromatography indicated that the starting material was consumed completely. The tetrahydrofuran was removed under reduced pressure and the residue was acidified to pH 5-6 with 1 M hydrochloric acid. Then a lot of whi... The reactants are C(C1=CC=CC=C1)O[C@H](C)C1=NN=C2N1N(C(C(=C2C2=CC=C(C=C2)Cl)C2=CC=C(C#N)C=C2)=O)CC=2C(=NC(=CC2)C(F)(F)F)C ((R)-4-(3-(1-(benzyloxy)ethyl)-8-(4-chlorophenyl)-5-((2-methyl-6-(trifluoromethyl)pyridin-3-yl)methyl)-6-oxo-5,6-dihydro-[1,2,4]triazolo[4,3-b]pyridazin-7-yl)benzonitrile), CC#N (CH3CN), [Si](C)(C)(C)I (TMSI). The solvent is CCOC(=O)C (EtOAc). Run at temperature 60 celsius, time 20 hour. Product: ClC1=CC=C(C=C1)C=1C=2N(N(C(C1C1=CC=C(C#N)C=C1)=O)CC=1C(=NC(=CC1)C(F)(F)F)C)C(=NN2)[C@@H](C)O ((R)-4-(8-(4-chlorophenyl)-3-(1-hydroxyethyl)-5-((2-methyl-6-(trifluoromethyl)pyridin-3-yl)methyl)-6-oxo-5,6-dihydro-[1,2,4]triazolo[4,3-b]pyridazin-7-yl)benzonitrile). Yield: 43.5%. RXN SMILES: C([O:8][C@@H:9]([C:11]1[N:15]2[N:16]([CH2:36][C:37]3[C:38]([CH3:47])=[N:39][C:40]([C:43]([F:46])([F:45])[F:44])=[CH:41][CH:42]=3)[C:17](=[O:35])[C:18]([C:27]3[CH:34]=[CH:33][C:30]([C:31]#[N:32])=[CH:29][CH:28]=3)=[C:19]([C:20]3[CH:25]=[CH:24][C:23]([Cl:26])=[CH:22][CH:21]=3)[C:14]2=[N:13][N:12]=1)[CH3:10])C1C=CC=CC=1.CC#N.[Si](I)(C)(C)C>CCOC(C)=O>[Cl:26][C:23]1[CH:22]=[CH:21][C:20]([C:19]2[C:14]3[N:15]([C:11]([C@H:9]([OH:8])[CH3:10])=[N:12][N:13]=3)[N:16]([CH2:36][C:37]3[C:38]([CH3:47])=[N:39][C:40]([C:43]([F:44])([F:45])[F:46])=[CH:41][CH:42]=3)[C:17](=[O:35])[C:18]=2[C:27]2[CH:28]=[CH:29][C:30]([C:31]#[N:32])=[CH:33][CH:34]=2)=[CH:25][CH:24]=1. Procedure details: To a round bottom flask was added (R)-4-(3-(1-(benzyloxy)ethyl)-8-(4-chlorophenyl)-5-((2-methyl-6-(trifluoromethyl)pyridin-3-yl)methyl)-6-oxo-5,6-dihydro-[1,2,4]triazolo[4,3-b]pyridazin-7-yl)benzonitrile (40 mg, 0.061 mmol), CH3CN (2 ml) and TMSI (244 mg, 1.22 mmol). The reaction was stirred at 60° C. under argon for 20 hr. After this time, the solution was cooled to rt and diluted with EtOAc (50 ml). The resulting organic solution was extracted with water (20 ml), 10% NaHSO3 (20 ml) and saturat... Starting materials: C(C)(C)(C)OC(=O)N[C@@H]1CN(CC(C1)=O)C(=O)OCC1=CC=CC=C1 ((S)-benzyl 3-(tert-butoxycarbonylamino)-5-oxopiperidine-1-carboxylate), CC(C)([O-])C.[K+] (potassium tert-butoxide), C([O-])(O)=O.[Na+] (sodium bicarbonate). Reagents/catalysts: [Br-].C(C)[P+](C1=CC=CC=C1)(C1=CC=CC=C1)C1=CC=CC=C1 (ethyltriphenylphosphonium bromide). Solvent: C1CCOC1 (THF), C1CCOC1 (THF). Run at temperature 0 celsius, time 20 minute. The product is C(C)(C)(C)OC(=O)N[C@@H]1CN(CC(C1)=CC)C(=O)OCC1=CC=CC=C1 ((S)-benzyl 3-(tert-butoxycarbonylamino)-5-ethylidenepiperidine-1-carboxylate). RXN SMILES: [CH3:1][C:2](C)([O-])C.[K+].[C:7]([O:11][C:12]([NH:14][C@H:15]1[CH2:20][C:19](=O)[CH2:18][N:17]([C:22]([O:24][CH2:25][C:26]2[CH:31]=[CH:30][CH:29]=[CH:28][CH:27]=2)=[O:23])[CH2:16]1)=[O:13])([CH3:10])([CH3:9])[CH3:8].C(=O)(O)[O-].[Na+]>[Br-].C([P+](C1C=CC=CC=1)(C1C=CC=CC=1)C1C=CC=CC=1)C.C1COCC1>[C:7]([O:11][C:12]([NH:14][C@H:15]1[CH2:20][C:19](=[CH:1][CH3:2])[CH2:18][N:17]([C:22]([O:24][CH2:25][C:26]2[CH:31]=[CH:30][CH:29]=[CH:28][CH:27]=2)=[O:23])[CH2:16]1)=[O:13])([CH3:10])([CH3:9])[CH3:8] |f:0.1,3.4,5.6|. Procedure: To a suspension of ethyltriphenylphosphonium bromide (11 eq) in 14 mL of THF was added potassium tert-butoxide (10 eq) at room temperature. The reaction mixture was stirred at that temperature for 20 minutes. Then the reaction was cooled to 0° C., and (S)-benzyl 3-(tert-butoxycarbonylamino)-5-oxopiperidine-1-carboxylate (1 eq) in 7 mL of THF was added to the reaction mixture. The reaction was allowed to warm up room temperature. After being stirred for 40 minutes, the reaction mixture was poured... The reactants are amides, FC(C1=CC=C(CN2C3CCC(C2C(=O)O)CC3)C=C1)(F)F (2-(4-(trifluoromethyl)benzyl)-2-azabicyclo[2.2.2]octane-3-carboxylic acid), Cl.NC1(CC1)C1=CC=C(C(=O)OC)C=C1 (methyl 4-(1-aminocyclopropyl)benzoate hydrochloride). Yields the product FC(C1=CC=C(CN2C3CCC(C2C(=O)NC2(CC2)C2=CC=C(C(=O)OC)C=C2)CC3)C=C1)(F)F (methyl 4-(1-(2-(4-(trifluoromethyl)benzyl)-2-azabicyclo[2.2.2]octane-3-carboxamido)cyclopropyl)benzoate). Isolated yield 34.3%. RXN SMILES: [F:1][C:2]([F:22])([F:21])[C:3]1[CH:20]=[CH:19][C:6]([CH2:7][N:8]2[CH:13]([C:14](O)=[O:15])[CH:12]3[CH2:17][CH2:18][CH:9]2[CH2:10][CH2:11]3)=[CH:5][CH:4]=1.Cl.[NH2:24][C:25]1([C:28]2[CH:37]=[CH:36][C:31]([C:32]([O:34][CH3:35])=[O:33])=[CH:30][CH:29]=2)[CH2:27][CH2:26]1>>[F:21][C:2]([F:1])([F:22])[C:3]1[CH:4]=[CH:5][C:6]([CH2:7][N:8]2[CH:13]([C:14]([NH:24][C:25]3([C:28]4[CH:37]=[CH:36][C:31]([C:32]([O:34][CH3:35])=[O:33])=[CH:30][CH:29]=4)[CH2:27][CH2:26]3)=[O:15])[CH:12]3[CH2:17][CH2:18][CH:9]2[CH2:10][CH2:11]3)=[CH:19][CH:20]=1 |f:1.2|. Procedure details: The title compound (D156) (12 mg) was prepared according to the general procedure for amides preparation (Method C) starting from 2-(4-(trifluoromethyl)benzyl)-2-azabicyclo[2.2.2]octane-3-carboxylic acid (D111) (22.5 mg) and methyl 4-(1-aminocyclopropyl)benzoate hydrochloride (18 mg). (Reaction time: 2 hrs; 60° C.) Reactants: Cl.NN=CC1=CC=C(C=C1)C=1N=C(SC1)N(C1CCN(CC1)CC(=O)OCC)CCC(=O)OCC (Ethyl 3-[N-{4-[4-(aminoiminomethyl)phenyl]-1,3thiazol-2-yl}-N-(1-ethoxycarbonylmethylpiperid-4-yl)amino]propionate hydrochloride), Cl (hydrochloric acid). Yields the product Cl.Cl.Cl.NN=CC1=CC=C(C=C1)C=1N=C(SC1)N(C1CCN(CC1)CC(=O)O)CCC(=O)O (3-[N-{4-[4-(aminoiminomethyl)phenyl]-1,3-thiazol-2-yl}-N-(1-carboxymethylpiperid-4-yl)amino]propionic acid trihydrochloride). Isolated yield 80.0%. RXN SMILES: [ClH:1].[NH2:2][N:3]=[CH:4][C:5]1[CH:10]=[CH:9][C:8]([C:11]2[N:12]=[C:13]([N:16]([CH2:29][CH2:30][C:31]([O:33]CC)=[O:32])[CH:17]3[CH2:22][CH2:21][N:20]([CH2:23][C:24]([O:26]CC)=[O:25])[CH2:19][CH2:18]3)[S:14][CH:15]=2)=[CH:7][CH:6]=1.Cl>>[ClH:1].[ClH:1].[ClH:1].[NH2:2][N:3]=[CH:4][C:5]1[CH:10]=[CH:9][C:8]([C:11]2[N:12]=[C:13]([N:16]([CH2:29][CH2:30][C:31]([OH:33])=[O:32])[CH:17]3[CH2:22][CH2:21][N:20]([CH2:23][C:24]([OH:26])=[O:25])[CH2:19][CH2:18]3)[S:14][CH:15]=2)=[CH:7][CH:6]=1 |f:0.1,3.4.5.6|. Procedure details: 700 mg of ethyl 3-[N-{4-[4-(aminoiminomethyl)phenyl]-1,3-thiazol-2-yl}-N-(1-ethoxycarbonylmethyl-piperid-4-yl)amino]propionate hydrochloride (EXAMPLE 2) are added to 25 ml of 6N hydrochloric acid and the reaction mixture is heated under reflux for 5 hours. The mixture is evaporated to dryness and the residue is crystallized from acetone to give white crystals which melt at 215° C.; yield: 80%.